From a dataset of the Open Reaction Database (ORD), a public repository of structured organic reaction records. describe an organic reaction: reactants, conditions, products, and yield Conditions: temperature 70 celsius. Procedure: Into a 1 L beaker were weighed 222 g (1.0 mol) of 4-(benzyloxymethyl)-2,2-dimethyl-1,3-dioxolane prepared in 1-2, 250 ml of ethanol, and 400 ml of distilled water, and the whole was adjusted to pH 2 with phosphoric acid. With introducing nitrogen thereinto, the solution was heated to 70° C. After 1.5 hours of the reaction, the solution was adjusted to pH 7.0 with sodium hydroxide. The resulting salt was subjected to adsorption treatment with an adsorbent “KYOWAAD 1000” (manufactured by Kyowa Hak... As a reaction SMILES: [CH2:1]([O:8][CH2:9][CH:10]1[CH2:14][O:13]C(C)(C)[O:11]1)[C:2]1[CH:7]=[CH:6][CH:5]=[CH:4][CH:3]=1.P(=O)(O)(O)O.[OH-].[Na+].C([O-])([O-])=O.[OH-].[OH-].[OH-].[OH-].[OH-].[OH-].[OH-].[Mg+2].[Al+3]>O.C(O)C>[CH2:1]([O:8][CH2:9][CH:10]([OH:11])[CH2:14][OH:13])[C:2]1[CH:7]=[CH:6][CH:5]=[CH:4][CH:3]=1 |f:2.3,4.5.6.7.8.9.10.11.12.13|. Reactants: C(C1=CC=CC=C1)OCC1OC(OC1)(C)C (4-(benzyloxymethyl)-2,2-dimethyl-1,3-dioxolane), C(=O)([O-])[O-].[OH-].[OH-].[OH-].[OH-].[OH-].[OH-].[OH-].[Mg+2].[Al+3] (KYOWAAD 1000), P(O)(O)(O)=O (phosphoric acid), [OH-].[Na+] (sodium hydroxide). The solvent is O (water), C(C)O (ethanol). The product is C(C1=CC=CC=C1)OCC(CO)O (3-benzyloxy-1,2-propanediol).